This data is from the Open Reaction Database (ORD), a public repository of structured organic reaction records. The task is: describe an organic reaction: reactants, conditions, products, and yield Starting materials: C(C)(C)(C)OC(C1=CC=C(C=C1)O)=O (4-hydroxy-benzoic acid tert-butyl ester), C(=O)([O-])[O-].[K+].[K+] (K2CO3), BrCCCl (1-bromo-2-chloro-ethane). The solvent is CC(=O)CC(C)C (isobutyl methyl ketone). Product: C(C)(C)(C)OC(C1=CC=C(C=C1)OCCCl)=O (4-(2-chloro-ethoxy)-benzoic acid tert-butyl ester). Yield: 93.1%. As a reaction SMILES: [C:1]([O:5][C:6](=[O:14])[C:7]1[CH:12]=[CH:11][C:10]([OH:13])=[CH:9][CH:8]=1)([CH3:4])([CH3:3])[CH3:2].C([O-])([O-])=O.[K+].[K+].Br[CH2:22][CH2:23][Cl:24]>CC(CC(C)C)=O>[C:1]([O:5][C:6](=[O:14])[C:7]1[CH:8]=[CH:9][C:10]([O:13][CH2:22][CH2:23][Cl:24])=[CH:11][CH:12]=1)([CH3:4])([CH3:2])[CH3:3] |f:1.2.3|. Reported procedure: A mixture containing 0.79 g (4.1 mmol) of 4-hydroxy-benzoic acid tert-butyl ester, 1.13 g (8.14 mmol) of K2CO3 and 1.6 mL (16.3 mmol) of 1-bromo-2-chloro-ethane in 10 mL of isobutyl methyl ketone was refluxed for 5 hours. After filtering, the solvent was removed under reduced pressure affording 0.98 g (94% yield) of 4-(2-chloro-ethoxy)-benzoic acid tert-butyl ester. The reactants are FC1=CC=C(C=C1)C[C@@H]1C[C@H](C2=CC=CC=C12)O (trans-3-[(4-fluorophenyl)methyl]-1-indanol), ClC(=C[C@H]1C([C@H]1C(=O)Cl)(C)C)C(F)(F)F (cis-3-(2-chloro-3,3,3-trifluoro-1-propenyl)-2,2-dimethylcyclopropanecarbonyl chloride), N1=CC=CC=C1 (pyridine). Solvent: C1(=CC=CC=C1)C (toluene). Yields the product ClC(=C[C@H]1C([C@H]1C(=O)O[C@@H]1C[C@H](C2=CC=CC=C12)CC1=CC=C(C=C1)F)(C)C)C(F)(F)F (trans-3-[(4-fluorophenyl)methyl]-1-indanyl cis-3-(2-chloro-3,3,3-trifluoro-1-propenyl)-2,2-dimethylcyclopropanecarboxylate). Isolated yield 86.7%. RXN SMILES: [F:1][C:2]1[CH:7]=[CH:6][C:5]([CH2:8][C@H:9]2[C:17]3[C:12](=[CH:13][CH:14]=[CH:15][CH:16]=3)[C@H:11]([OH:18])[CH2:10]2)=[CH:4][CH:3]=1.[Cl:19][C:20]([C:30]([F:33])([F:32])[F:31])=[CH:21][C@@H:22]1[C@H:24]([C:25](Cl)=[O:26])[C:23]1([CH3:29])[CH3:28].N1C=CC=CC=1>C1(C)C=CC=CC=1>[Cl:19][C:20]([C:30]([F:31])([F:32])[F:33])=[CH:21][C@@H:22]1[C@H:24]([C:25]([O:18][C@H:11]2[C:12]3[C:17](=[CH:16][CH:15]=[CH:14][CH:13]=3)[C@H:9]([CH2:8][C:5]3[CH:4]=[CH:3][C:2]([F:1])=[CH:7][CH:6]=3)[CH2:10]2)=[O:26])[C:23]1([CH3:29])[CH3:28]. Procedure: In the manner of Example 4, the reaction of 1.00 g (0.004 mole) of trans-3-[(4-fluorophenyl)methyl]-1-indanol (96% trans, 4% cis) and 1.07 g (0.004 mole) of cis-3-(2-chloro-3,3,3-trifluoro-1-propenyl)-2,2-dimethylcyclopropanecarbonyl chloride in the presence of 0.32 g (0.004 mole) of pyridine and 50 mL of toluene gave 1.62 g of trans-3-[(4-fluorophenyl)methyl]-1-indanyl cis-3-(2-chloro-3,3,3-trifluoro-1-propenyl)-2,2-dimethylcyclopropanecarboxylate. The ir and nmr spectra were consistent with th... Starting materials: O=C(Cl)OCc1ccccc1, Cl, O=C(O)C1CNC1, [Na+], [OH-]. Yields the product O=C(O)C1CN(C(=O)OCc2ccccc2)C1. Reaction SMILES: [Cl:8][C:9](=[O:10])[O:11][CH2:12][c:13]1[cH:14][cH:15][cH:16][cH:17][cH:18]1.[ClH:19].[NH:1]1[CH2:2][CH:3]([C:5](=[O:6])[OH:7])[CH2:4]1.[Na+:21].[OH-:20]>>[N:1]1([C:9](=[O:10])[O:11][CH2:12][c:13]2[cH:14][cH:15][cH:16][cH:17][cH:18]2)[CH2:2][CH:3]([C:5](=[O:6])[OH:7])[CH2:4]1. Starting materials: COC=C(C(=O)OC)c1ccccc1CBr, O=C([O-])[O-], CCON=Cc1ccccc1O, CN(C)C=O, [K+], [K+]. The product is CCON=Cc1ccccc1OCc1ccccc1C(=COC)C(=O)OC. As a reaction SMILES: [Br:13][CH2:14][c:15]1[c:16]([C:21]([C:22](=[O:23])[O:24][CH3:25])=[CH:26][O:27][CH3:28])[cH:17][cH:18][cH:19][cH:20]1.[C:29](=[O:30])([O-:31])[O-:32].[CH2:1]([CH3:2])[O:3][N:4]=[CH:5][c:6]1[c:7]([OH:12])[cH:8][cH:9][cH:10][cH:11]1.[CH3:35][N:36]([CH3:37])[CH:38]=[O:39].[K+:33].[K+:34]>>[CH2:1]([CH3:2])[O:3][N:4]=[CH:5][c:6]1[c:7]([O:12][CH2:14][c:15]2[c:16]([C:21]([C:22](=[O:23])[O:24][CH3:25])=[CH:26][O:27][CH3:28])[cH:17][cH:18][cH:19][cH:20]2)[cH:8][cH:9][cH:10][cH:11]1. The reactants are [N-]=[N+]=[N-].[Na+] (NaN3), FC=1C=C(C=CC1N1CCSCC1)N1C(OC(C1)COS(=O)(=O)C1=CC=C(C=C1)C)=O ([[3-[3-fluoro-4-(4-thiomorpholinyl)phenyl]-2-oxo-5-oxazolidinyl]methyl]-p-toluenesulfonate), CN(C)C=O (DMF), CC#N.C(Cl)(Cl)Cl (CH3CN CHCl3). Run in CCOC(=O)C (EtOAc). Reaction conditions: temperature 65 celsius, time 158 hour. The product is FC=1C=C(C=CC1N1CCSCC1)N1C(O[C@H](C1)CNC(C)=O)=O ((S)-N-[[3-[3-fluoro-4-(4-thiomorpholinyl)phenyl]-2-oxo-5-oxazolidinyl] methyl]acetamide). Yield: 100.0%. As a reaction SMILES: [F:1][C:2]1[CH:3]=[C:4]([N:14]2[CH2:18][CH:17]([CH2:19]OS(C3C=CC(C)=CC=3)(=O)=O)[O:16][C:15]2=[O:31])[CH:5]=[CH:6][C:7]=1[N:8]1[CH2:13][CH2:12][S:11][CH2:10][CH2:9]1.[N-]=[N+]=[N-].[Na+].[CH3:36][C:37]#[N:38].C(Cl)(Cl)Cl.CN(C=[O:47])C>CCOC(C)=O>[F:1][C:2]1[CH:3]=[C:4]([N:14]2[CH2:18][C@H:17]([CH2:19][NH:38][C:37](=[O:47])[CH3:36])[O:16][C:15]2=[O:31])[CH:5]=[CH:6][C:7]=1[N:8]1[CH2:13][CH2:12][S:11][CH2:10][CH2:9]1 |f:1.2,3.4|. Procedure details: The [[3-[3-fluoro-4-(4-thiomorpholinyl)phenyl]-2-oxo-5-oxazolidinyl]methyl]-p-toluenesulfonate (2.0 g, 4.287 mmol) was dissolved in dry DMF (15 mL) and then treated with solid NaN3 (1.67 g, 25.722 mmol). The reaction was heated to 65° C. (external temperature) for 6 hours, after which the reaction was allowed to cool to ambient temperature, stirring over a long weekend (158 hours). At this point, the reaction was found to be complete by TLC (6% CH3CN/CHCl3, UV short wave). The reaction was dilut...